This data is from the Open Reaction Database (ORD), a public repository of structured organic reaction records. The task is: describe an organic reaction: reactants, conditions, products, and yield Reactants: CCOC(=O)C(C)(Cc1ccc(OCCOC2CCCCO2)cc1)Oc1ccc(C(C)C)cc1, O, Cc1ccc(S(=O)(=O)O)cc1. Product: CCOC(=O)C(C)(Cc1ccc(OCCO)cc1)Oc1ccc(C(C)C)cc1. As a reaction SMILES: [CH:1]([CH3:2])([CH3:3])[c:4]1[cH:5][cH:6][c:7]([O:8][C:9]([C:10](=[O:11])[O:12][CH2:13][CH3:14])([CH2:15][c:16]2[cH:17][cH:18][c:19]([O:22][CH2:23][CH2:24][O:25][CH:26]3[CH2:27][CH2:28][CH2:29][CH2:30][O:31]3)[cH:20][cH:21]2)[CH3:32])[cH:33][cH:34]1.[OH2:35].[c:36]1([CH3:37])[cH:38][cH:39][c:40]([S:41]([OH:42])(=[O:43])=[O:44])[cH:45][cH:46]1>>[CH:1]([CH3:2])([CH3:3])[c:4]1[cH:5][cH:6][c:7]([O:8][C:9]([C:10](=[O:11])[O:12][CH2:13][CH3:14])([CH2:15][c:16]2[cH:17][cH:18][c:19]([O:22][CH2:23][CH2:24][OH:25])[cH:20][cH:21]2)[CH3:32])[cH:33][cH:34]1. The reactants are CC(=O)OC(C)=O, CN(C)c1ccncc1, COC(=O)c1cc2c(O)cccc2[nH]1. Product: COC(=O)c1cc2c(OC(C)=O)cccc2[nH]1. RXN SMILES: [CH3:15][C:16](=[O:17])[O:18][C:19](=[O:20])[CH3:21].[CH3:22][N:23]([CH3:24])[c:25]1[cH:26][cH:27][n:28][cH:29][cH:30]1.[OH:1][c:2]1[c:3]2[cH:4][c:5]([C:11](=[O:12])[O:13][CH3:14])[nH:6][c:7]2[cH:8][cH:9][cH:10]1>>[O:1]([c:2]1[c:3]2[cH:4][c:5]([C:11](=[O:12])[O:13][CH3:14])[nH:6][c:7]2[cH:8][cH:9][cH:10]1)[C:16]([CH3:15])=[O:17]. Reactants: COc1cc2c(Nc3ccc(Cl)cc3F)ncnc2cc1OCc1ccccc1, Cl, O=C(O)C(F)(F)F. The product is COc1cc2c(Nc3ccc(Cl)cc3F)ncnc2cc1O. Reaction SMILES: [CH2:2]([c:3]1[cH:4][cH:5][cH:6][cH:7][cH:8]1)[O:9][c:10]1[c:11]([O:29][CH3:30])[cH:12][c:13]2[c:14]([NH:20][c:21]3[c:22]([F:28])[cH:23][c:24]([Cl:27])[cH:25][cH:26]3)[n:15][cH:16][n:17][c:18]2[cH:19]1.[ClH:1].[F:31][C:32]([F:33])([F:34])[C:35]([OH:36])=[O:37]>>[OH:9][c:10]1[c:11]([O:29][CH3:30])[cH:12][c:13]2[c:14]([NH:20][c:21]3[c:22]([F:28])[cH:23][c:24]([Cl:27])[cH:25][cH:26]3)[n:15][cH:16][n:17][c:18]2[cH:19]1. Reactants: [C-]#N, CCOC(=O)c1cn2c(CCl)cccc2n1, [I-], [K+], [K+], CN(C)C=O. Product: CCOC(=O)c1cn2c(CC#N)cccc2n1. RXN SMILES: [C-:19]#[N:20].[Cl:1][CH2:2][c:3]1[cH:4][cH:5][cH:6][c:7]2[n:8]1[cH:9][c:10]([C:12](=[O:13])[O:14][CH2:15][CH3:16])[n:11]2.[I-:18].[K+:17].[K+:21].[O:22]=[CH:23][N:24]([CH3:25])[CH3:26]>>[CH2:2]([c:3]1[cH:4][cH:5][cH:6][c:7]2[n:8]1[cH:9][c:10]([C:12](=[O:13])[O:14][CH2:15][CH3:16])[n:11]2)[C:19]#[N:20]. The reactants are steel, [N+](=O)([O-])C=1C=C(C(=CC1)C=CC=1C(=CC(=CC1)[N+](=O)[O-])S(=O)(=O)[O-])S(=O)(=O)[O-].[Na+].[Na+] (sodium 4,4'-dinitrostilbene-2,2'-disulfonate), OS(=O)(=O)O (H2SO4), NH4VO3. Reagents/catalysts: [Pt] (Pt/C). Run in O (water). The product is NC=1C=C(C(=CC1)C=CC=1C(=CC(=CC1)N)S(=O)(=O)[O-])S(=O)(=O)[O-].[Na+].[Na+] (Sodium 4,4'-Diaminostilbene-2,2'-disulfonate). RXN SMILES: [N+:1]([C:4]1[CH:5]=[C:6]([S:25]([O-:28])(=[O:27])=[O:26])[C:7]([CH:10]=[CH:11][C:12]2[C:13]([S:21]([O-:24])(=[O:23])=[O:22])=[CH:14][C:15]([N+:18]([O-])=O)=[CH:16][CH:17]=2)=[CH:8][CH:9]=1)([O-])=O.[Na+:29].[Na+].OS(O)(=O)=O>[Pt].O>[NH2:1][C:4]1[CH:5]=[C:6]([S:25]([O-:28])(=[O:27])=[O:26])[C:7]([CH:10]=[CH:11][C:12]2[C:13]([S:21]([O-:24])(=[O:23])=[O:22])=[CH:14][C:15]([NH2:18])=[CH:16][CH:17]=2)=[CH:8][CH:9]=1.[Na+:29].[Na+:29] |f:0.1.2,6.7.8|. Procedure details: A 300 ml steel autoclave is charged with 48 g of sodium 4,4'-dinitrostilbene-2,2'-disulfonate, 174 g of water, 0.15 ml of 0.5 M H2SO4, 1.4 g of activated carbon, 64 mg of 5% Pt/C and 12 mg of NH4VO3. The autoclave is closed and flushed with nitrogen. The hydrogenation is carried out at 70° C. with the controlled addition of hydrogen of 2.5 NI/h (max. 4-5 bar hydrogen). After the hydrogenation is terminated, the autoclave is rendered inert, the catalyst is filtered off and the reaction mixture is... Starting materials: C=CC(=O)OCC, CCCCN(CCCC)CCCC, CCOC(C)=O, O, c1ccc(P(c2ccccc2)c2ccccc2)cc1, Cc1ccc(C(=O)c2cccc(Br)n2)cc1. Product: CCOC(=O)C=Cc1cccc(C(=O)c2ccc(C)cc2)n1. RXN SMILES: [C:49]([CH:50]=[CH2:51])(=[O:52])[O:53][CH2:54][CH3:55].[CH3:36][CH2:37][CH2:38][CH2:39][N:40]([CH2:41][CH2:42][CH2:43][CH3:44])[CH2:45][CH2:46][CH2:47][CH3:48].[CH3:56][CH2:57][O:58][C:59]([CH3:60])=[O:61].[OH2:62].[c:17]1([P:18]([c:19]2[cH:20][cH:21][cH:22][cH:23][cH:24]2)[c:25]2[cH:26][cH:27][cH:28][cH:29][cH:30]2)[cH:31][cH:32][cH:33][cH:34][cH:35]1.[c:1]1([CH3:16])[cH:2][cH:3][c:4]([C:7](=[O:8])[c:9]2[n:10][c:11]([Br:15])[cH:12][cH:13][cH:14]2)[cH:5][cH:6]1>>[c:1]1([CH3:16])[cH:2][cH:3][c:4]([C:7](=[O:8])[c:9]2[n:10][c:11]([CH:51]=[CH:50][C:49](=[O:52])[O:53][CH2:54][CH3:55])[cH:12][cH:13][cH:14]2)[cH:5][cH:6]1. Reactants: COC(=O)c1ccc(CN2CCOc3ccc([N+](=O)[O-])cc32)c(OC)c1, CCOC(C)=O, [H][H]. The product is COC(=O)c1ccc(CN2CCOc3ccc(N)cc32)c(OC)c1. As a reaction SMILES: [CH3:1][O:2][c:3]1[cH:4][c:5]([C:6](=[O:7])[O:8][CH3:9])[cH:10][cH:11][c:12]1[CH2:13][N:14]1[CH2:15][CH2:16][O:17][c:18]2[c:19]1[cH:20][c:21]([N+:24]([O-:25])=[O:26])[cH:22][cH:23]2.[CH3:29][CH2:30][O:31][C:32](=[O:33])[CH3:34].[H:27][H:28]>>[CH3:1][O:2][c:3]1[cH:4][c:5]([C:6](=[O:7])[O:8][CH3:9])[cH:10][cH:11][c:12]1[CH2:13][N:14]1[CH2:15][CH2:16][O:17][c:18]2[c:19]1[cH:20][c:21]([NH2:24])[cH:22][cH:23]2. Starting materials: [Li]CCCC, C1CCOC1, CCOC1=CC(=O)CCC1, CCCCCC, CN(C)P(=O)(N(C)C)N(C)C, CC(C)[N-]C(C)C, CC(C)NC(C)C, CCCCI, [Li+]. Yields the product CCCCC1CCC(OCC)=CC1=O, CC(C)[N-]C(C)C, [Li+]. RXN SMILES: [CH2:1]([CH2:2][CH2:3][CH3:4])[Li:5].[CH2:42]1[O:43][CH2:44][CH2:45][CH2:46]1.[CH2:6]([CH3:7])[O:8][C:9]1=[CH:10][C:11](=[O:15])[CH2:12][CH2:13][CH2:14]1.[CH3:29][CH2:30][CH2:31][CH2:32][CH2:33][CH3:34].[CH3:47][N:48]([CH3:49])[P:50]([N:51]([CH3:52])[CH3:53])([N:54]([CH3:55])[CH3:56])=[O:57].[CH:16]([CH3:17])([CH3:18])[N-:19][CH:20]([CH3:21])[CH3:22].[CH:35]([NH:36][CH:37]([CH3:38])[CH3:39])([CH3:40])[CH3:41].[I:24][CH2:25][CH2:26][CH2:27][CH3:28].[Li+:23]>>[CH2:1]([CH2:2][CH2:3][CH3:4])[CH:12]1[C:11](=[O:15])[CH:10]=[C:9]([O:8][CH2:6][CH3:7])[CH2:14][CH2:13]1.[CH:16]([CH3:17])([CH3:18])[N-:19][CH:20]([CH3:21])[CH3:22].[Li+:5].